Dataset: the Open Reaction Database (ORD), a public repository of structured organic reaction records. Task: describe an organic reaction: reactants, conditions, products, and yield Reactants: CCCNS(=O)(=O)Nc1ncccc1C(=O)OC, [Na+], [OH-], O. The product is CCCN1C(=O)c2cccnc2NS1(=O)=O. Reaction SMILES: [CH2:1]([CH2:2][CH3:3])[NH:4][S:5](=[O:6])(=[O:7])[NH:8][c:9]1[n:10][cH:11][cH:12][cH:13][c:14]1[C:15]([O:17][CH3:16])=[O:18].[Na+:20].[OH-:19].[OH2:21]>>[CH2:1]([CH2:2][CH3:3])[N:4]1[S:5](=[O:6])(=[O:7])[NH:8][c:9]2[n:10][cH:11][cH:12][cH:13][c:14]2[C:15]1=[O:17]. Reaction SMILES: [C:30](=[O:31])([n:32]1[cH:33][cH:34][n:35][cH:36]1)[n:37]1[cH:38][cH:39][n:40][cH:41]1.[CH2:42]1[O:43][CH2:44][CH2:45][CH2:46]1.[CH:1]1([NH:6][c:7]2[n:8][c:9]([S:26][CH3:27])[n:10][cH:11][c:12]2[CH2:13][NH:14][c:15]2[c:16]([F:25])[c:17]([O:22][CH2:23][CH3:24])[cH:18][cH:19][c:20]2[F:21])[CH2:2][CH2:3][CH2:4][CH2:5]1.[H-:29].[Na+:28]>>[CH:1]1([N:6]2[c:7]3[n:8][c:9]([S:26][CH3:27])[n:10][cH:11][c:12]3[CH2:13][N:14]([c:15]3[c:16]([F:25])[c:17]([O:22][CH2:23][CH3:24])[cH:18][cH:19][c:20]3[F:21])[C:30]2=[O:31])[CH2:2][CH2:3][CH2:4][CH2:5]1. The reactants are O=C(n1ccnc1)n1ccnc1, C1CCOC1, CCOc1ccc(F)c(NCc2cnc(SC)nc2NC2CCCC2)c1F, [H-], [Na+]. Yields the product CCOc1ccc(F)c(N2Cc3cnc(SC)nc3N(C3CCCC3)C2=O)c1F. Reactants: C1CNCCN1, COc1cc(Cl)nc(N2CCOCC2)n1, c1ccncc1. Product: COc1cc(N2CCNCC2)nc(N2CCOCC2)n1. As a reaction SMILES: [CH2:16]1[CH2:17][NH:18][CH2:19][CH2:20][NH:21]1.[CH3:1][O:2][c:3]1[cH:4][c:5]([Cl:15])[n:6][c:7]([N:9]2[CH2:10][CH2:11][O:12][CH2:13][CH2:14]2)[n:8]1.[cH:22]1[cH:23][cH:24][n:25][cH:26][cH:27]1>>[CH3:1][O:2][c:3]1[cH:4][c:5]([N:18]2[CH2:17][CH2:16][NH:21][CH2:20][CH2:19]2)[n:6][c:7]([N:9]2[CH2:10][CH2:11][O:12][CH2:13][CH2:14]2)[n:8]1. Isolated yield 25.6%. Starting materials: N1(C=CC=C1)C=1C=C(C=C(C(=O)OC)C1)C(=O)OC (dimethyl 5-(pyrrol-1-yl)isophthalate), NCCN1CCOCC1 (4-(2-aminoethyl)morpholine). The product is N1(CCOCC1)CCNC(C1=CC(=CC(=C1)N1C=CC=C1)C(=O)OC)=O (N-[2-(morpholin-4-yl)ethyl]-3-methoxycarbonyl-5-(pyrrol-1-yl)benzamide). Reported procedure: A mixture of dimethyl 5-(pyrrol-1-yl)isophthalate (1.0 g) and 4-(2-aminoethyl)morpholine (0.65 g) was heated at 120° C. for 2 hours. The residue was purified by column chromatography on silica gel (50 g) with chloroform-methanol (30:1) as an eluent. The fractions containing object product were combined and evaporated in vacuo. The crystalline residue was recrystallized from ethanol-ether to afford N-[2-(morpholin-4-yl)ethyl]-3-methoxycarbonyl-5-(pyrrol-1-yl)benzamide (353 mg). As a reaction SMILES: [N:1]1([C:6]2[CH:7]=[C:8]([C:16]([O:18][CH3:19])=[O:17])[CH:9]=[C:10]([CH:15]=2)[C:11]([O:13]C)=O)[CH:5]=[CH:4][CH:3]=[CH:2]1.[NH2:20][CH2:21][CH2:22][N:23]1[CH2:28][CH2:27][O:26][CH2:25][CH2:24]1>>[N:23]1([CH2:22][CH2:21][NH:20][C:11](=[O:13])[C:10]2[CH:15]=[C:6]([N:1]3[CH:2]=[CH:3][CH:4]=[CH:5]3)[CH:7]=[C:8]([C:16]([O:18][CH3:19])=[O:17])[CH:9]=2)[CH2:28][CH2:27][O:26][CH2:25][CH2:24]1. Reaction conditions: temperature 120 celsius. Starting materials: O=C([O-])[O-], C1CCOC1, O=C(Cl)Oc1ccc(Cl)cc1, CC(C)(c1cc(N)no1)C(F)(F)F, [K+], [K+]. Yields the product CC(C)(c1cc(NC(=O)Oc2ccc(Cl)cc2)no1)C(F)(F)F. Reaction SMILES: [C:14](=[O:15])([O-:16])[O-:17].[CH2:31]1[O:32][CH2:33][CH2:34][CH2:35]1.[Cl:20][C:21](=[O:22])[O:23][c:24]1[cH:25][cH:26][c:27]([Cl:30])[cH:28][cH:29]1.[F:1][C:2]([C:3]([CH3:4])([CH3:5])[c:6]1[cH:7][c:8]([NH2:11])[n:9][o:10]1)([F:12])[F:13].[K+:18].[K+:19]>>[F:1][C:2]([C:3]([CH3:4])([CH3:5])[c:6]1[cH:7][c:8]([NH:11][C:21](=[O:22])[O:23][c:24]2[cH:25][cH:26][c:27]([Cl:30])[cH:28][cH:29]2)[n:9][o:10]1)([F:12])[F:13].